The task is: describe an organic reaction: reactants, conditions, products, and yield. This data is from the Open Reaction Database (ORD), a public repository of structured organic reaction records. Run in O (water). Reactants: C(#N)C1=CNC=C1C1=CC=CC=C1 (3-cyano-4-phenylpyrrole), C(C)(=O)OC(C)=O (acetic anhydride), C(C)(=O)OC(C)=O (acetic anhydride). Yields the product C(C)(=O)N1C=C(C(=C1)C1=CC=CC=C1)C#N (1-acetyl-3-cyano-4-phenylpyrrole). RXN SMILES: [C:1]([C:3]1[C:7]([C:8]2[CH:13]=[CH:12][CH:11]=[CH:10][CH:9]=2)=[CH:6][NH:5][CH:4]=1)#[N:2].[C:14](OC(=O)C)(=[O:16])[CH3:15]>O>[C:14]([N:5]1[CH:6]=[C:7]([C:8]2[CH:9]=[CH:10][CH:11]=[CH:12][CH:13]=2)[C:3]([C:1]#[N:2])=[CH:4]1)(=[O:16])[CH3:15]. Procedure details: 4 g of 3-cyano-4-phenylpyrrole (Compound No. 8) was added to 20 ml of acetic anhydride and heated for 4 hours in oil-bath of 140°-150° C. After cooling, the resulting reaction mixture was poured into about ten-times volume of cold water to decompose excess acetic anhydride. The resulting precipitate was filtrated, washed with water and dried to obtain 4.5 g of crystal. The crystal was recrystallized from methyl alcohol to obtain 3 g of the desired product. Reactants: N1=C(C=CC=C1)N=C=S (2-pyridylisothiocyanate), C(C)OC(CN)OCC (aminoacetaldehyde diethylacetal). The solvent is C(C)O (ethanol). Yields the product C(C)OC(CNC(=S)NC1=NC=CC=C1)OCC (N-2,2-diethoxyethyl-N'-(2-pyridyl)thiourea). The yield is 68.2%. Reaction SMILES: [N:1]1[CH:6]=[CH:5][CH:4]=[CH:3][C:2]=1[N:7]=[C:8]=[S:9].[CH2:10]([O:12][CH:13]([O:16][CH2:17][CH3:18])[CH2:14][NH2:15])[CH3:11]>C(O)C>[CH2:10]([O:12][CH:13]([O:16][CH2:17][CH3:18])[CH2:14][NH:15][C:8]([NH:7][C:2]1[CH:3]=[CH:4][CH:5]=[CH:6][N:1]=1)=[S:9])[CH3:11]. Reported procedure: To a solution of 11.1 g of 2-pyridylisothiocyanate dissolved in 100 ml of ethanol, was added 10.0 g of aminoacetaldehyde diethylacetal, followed by stirring of the resulting mixture under reflux with heating for 40 minutes. After completion of the reaction, the solvent was distilled off under reduced pressure. Crystals precipitated were collected by filtration to give 13.8 g of N-2,2-diethoxyethyl-N'-(2-pyridyl)thiourea (m.p.: 132° to 133° C.). To the thus obtained crystals was added 120 ml of 1... The reactants are COC([C@@H]([C@H](C1=CC(=C(C=C1)F)F)N)O)=O ((2R, 3S)-3-amino-3-(3,4-difluorophenyl)-2-hydroxypropionic acid methyl ester), C(C)(C)N(C(C)C)CC (N,N-diisopropylethylamine), ClC(Cl)(OC(OC(Cl)(Cl)Cl)=O)Cl (triphosgene), C([O-])([O-])=O.[Na+].[Na+] (sodium carbonate). Run in O1CCCC1 (tetrahydrofuran), C(C)(=O)OCC (ethyl acetate). Run at temperature 0 celsius, time 30 minute. The product is COC(=O)[C@H]1[C@@H](NC(O1)=O)C1=CC(=C(C=C1)F)F ((4S, 5R)-4-(3,4-difluorophenyl)-2-oxo-oxazolidine-5-carboxylic acid methyl ester). As a reaction SMILES: [CH3:1][O:2][C:3](=[O:16])[C@H:4]([OH:15])[C@@H:5]([NH2:14])[C:6]1[CH:11]=[CH:10][C:9]([F:12])=[C:8]([F:13])[CH:7]=1.C(N(CC)C(C)C)(C)C.Cl[C:27](Cl)([O:29]C(=O)OC(Cl)(Cl)Cl)Cl.C(=O)([O-])[O-].[Na+].[Na+]>O1CCCC1.C(OCC)(=O)C>[CH3:1][O:2][C:3]([C@@H:4]1[O:15][C:27](=[O:29])[NH:14][C@H:5]1[C:6]1[CH:11]=[CH:10][C:9]([F:12])=[C:8]([F:13])[CH:7]=1)=[O:16] |f:3.4.5|. Procedure details: To a solution of (2R, 3S)-3-amino-3-(3,4-difluorophenyl)-2-hydroxypropionic acid methyl ester (5.8 g, 25 mmol) in 250 mL tetrahydrofuran at 0° C. was added N,N-diisopropylethylamine (8.75 mL, 50 mmol) and triphosgene (2.48 g, 8.4 mmol). The reaction was stirred at 0° C. for 30 min when it was poured over ethyl acetate (200 mL) and saturated sodium carbonate solution (100 mL). The layers were separated, the organic layer washed with saturated sodium carbonate solution (1×100 mL), dried with magne... Starting materials: P(Br)(Br)Br (Phosphorous tribromide), C(C1=CC=CC=C1)OC1=C(C=C(C=C1)CO)Cl ((4-benzyloxy-3-chlorophenyl)-methanol). Solvent: ClCCl (dichloromethane), C(C)OCC (diethyl ether). Reaction conditions: time 1 hour. Yields the product C(C1=CC=CC=C1)OC1=C(C=C(C=C1)CBr)Cl (1-Benzyloxy-4-bromomethyl-2-chloro-benzene). Reaction SMILES: P(Br)(Br)[Br:2].[CH2:5]([O:12][C:13]1[CH:18]=[CH:17][C:16]([CH2:19]O)=[CH:15][C:14]=1[Cl:21])[C:6]1[CH:11]=[CH:10][CH:9]=[CH:8][CH:7]=1>ClCCl.C(OCC)C>[CH2:5]([O:12][C:13]1[CH:18]=[CH:17][C:16]([CH2:19][Br:2])=[CH:15][C:14]=1[Cl:21])[C:6]1[CH:11]=[CH:10][CH:9]=[CH:8][CH:7]=1. Procedure details: Phosphorous tribromide (2 mL) was added to a solution of (4-benzyloxy-3-chlorophenyl)-methanol (CAB02127, 3.40 g, 13.7 mmol) in dichloromethane (50 mL) at 0° C. The mixture was stirred at this temperature for 1 h, diluted with diethyl ether (100 mL), transferred into a separation funnel and washed with water (50 mL) and brine (50 mL). The organic layer was dried over magnesium sulphate and concentrated under reduced pressure to give a white, analytical pure solid. Yield: 4.27 g (100%). Starting materials: CCO, Cl, CCOC(=O)c1cccc(S(=O)(=O)Nc2cccc(F)c2)c1, [Na+], [OH-], O. Yields the product O=C(O)c1cccc(S(=O)(=O)Nc2cccc(F)c2)c1. RXN SMILES: [CH3:23][CH2:24][OH:25].[ClH:28].[F:1][c:2]1[cH:3][c:4]([NH:8][S:9](=[O:10])(=[O:11])[c:12]2[cH:13][c:14]([C:15](=[O:16])[O:17][CH2:18][CH3:19])[cH:20][cH:21][cH:22]2)[cH:5][cH:6][cH:7]1.[Na+:27].[OH-:26].[OH2:29]>>[F:1][c:2]1[cH:3][c:4]([NH:8][S:9](=[O:10])(=[O:11])[c:12]2[cH:13][c:14]([C:15](=[O:16])[OH:17])[cH:20][cH:21][cH:22]2)[cH:5][cH:6][cH:7]1.